Dataset: the Open Reaction Database (ORD), a public repository of structured organic reaction records. Task: describe an organic reaction: reactants, conditions, products, and yield The reactants are COc1ccc(CN(Cc2ccc(OC)cc2)c2ncc(-c3nc(N4CCOCC4)nc4c3CCN4)cn2)cc1, O=C=Nc1cccc(C(F)(F)F)c1, COc1ccc(CN(Cc2ccc(OC)cc2)c2ncc(-c3nc(N4CCOCC4)nc4c3CCN4C(=O)Nc3cccc(C(F)(F)F)c3)cn2)cc1. The product is Nc1ncc(-c2nc(N3CCOCC3)nc3c2CCN3C(=O)Nc2cccc(C(F)(F)F)c2)cn1. As a reaction SMILES: [CH3:1][O:2][c:3]1[cH:4][cH:5][c:6]([CH2:7][N:8]([CH2:9][c:10]2[cH:11][cH:12][c:13]([O:14][CH3:15])[cH:16][cH:17]2)[c:18]2[n:19][cH:20][c:21](-[c:22]3[c:23]4[c:27]([n:28][c:29]([N:30]5[CH2:31][CH2:32][O:33][CH2:34][CH2:35]5)[n:36]3)[NH:26][CH2:25][CH2:24]4)[cH:37][n:38]2)[cH:39][cH:40]1.[F:41][C:42]([F:43])([F:44])[c:45]1[cH:46][c:47]([N:48]=[C:49]=[O:50])[cH:51][cH:52][cH:53]1.[F:54][C:55]([c:56]1[cH:57][c:58]([NH:62][C:63](=[O:64])[N:65]2[CH2:66][CH2:67][c:68]3[c:69]2[n:70][c:71]([N:99]2[CH2:100][CH2:101][O:102][CH2:103][CH2:104]2)[n:72][c:73]3-[c:74]2[cH:75][n:76][c:77]([N:80]([CH2:81][c:82]3[cH:83][cH:84][c:85]([O:86][CH3:87])[cH:88][cH:89]3)[CH2:90][c:91]3[cH:92][cH:93][c:94]([O:95][CH3:96])[cH:97][cH:98]3)[n:78][cH:79]2)[cH:59][cH:60][cH:61]1)([F:105])[F:106]>>[F:54][C:55]([c:56]1[cH:57][c:58]([NH:62][C:63](=[O:64])[N:65]2[CH2:66][CH2:67][c:68]3[c:69]2[n:70][c:71]([N:99]2[CH2:100][CH2:101][O:102][CH2:103][CH2:104]2)[n:72][c:73]3-[c:74]2[cH:75][n:76][c:77]([NH2:80])[n:78][cH:79]2)[cH:59][cH:60][cH:61]1)([F:105])[F:106]. Reactants: COC=1C=CC(=C(C1)O)[N+](=O)[O-] (5-methoxy-2-nitrophenol), CC(=O)O (HOAc), COC1=CC2=C(N=C(O2)N)C=C1 (6-methoxybenzo[d]oxazol-2-amine). The reagents and catalysts are [Pd] (Pd/C). The solvent is CO (MeOH). Reaction conditions: time 2 hour. Product: NC1=C(C=C(C=C1)OC)O (2-amino-5-methoxyphenol). The yield is 100.0%. RXN SMILES: [CH3:1][O:2][C:3]1[CH:12]=[CH:11][C:6]2[N:7]=C(N)[O:9][C:5]=2[CH:4]=1.COC1C=CC([N+]([O-])=O)=C(O)C=1.CC(O)=O>CO.[Pd]>[NH2:7][C:6]1[CH:11]=[CH:12][C:3]([O:2][CH3:1])=[CH:4][C:5]=1[OH:9]. Procedure details: General experimental procedure for the preparation of 6-methoxybenzo[d]oxazol-2-amine: A mixture of 5-methoxy-2-nitrophenol (0.51 g, 3.02 mmol), Pd/C (10% by weight, 70 mg), and HOAc (cat. amount) in MeOH (30 mL) was hydrogenated under H2 at room temperature for 2 hrs, and then was filtered through a short Celite pad. The filtrate was concentrated in vacuo to provide 2-amino-5-methoxyphenol as a brown solid (0.42 g, 100%). 1H NMR (CDCl3, 400 MHz) δ 6.79 (d, J=8.4 Hz, 1H), 6.44 (d, J=2.8 Hz, 1H),... Reactants: CO, CCCSc1c(C(=O)NC2C3CC4CC2CC(OC(F)F)(C4)C3)cnn1-c1ccc(C(=O)OC)cc1, [Na+], [OH-]. Product: CCCSc1c(C(=O)NC2C3CC4CC2CC(OC(F)F)(C4)C3)cnn1-c1ccc(C(=O)O)cc1. As a reaction SMILES: [CH3:39][OH:40].[F:3][CH:4]([O:5][C:6]12[CH2:7][CH:8]3[CH:9]([NH:16][C:17](=[O:18])[c:19]4[cH:20][n:21][n:22](-[c:28]5[cH:29][cH:30][c:31]([C:32](=[O:33])[O:34][CH3:35])[cH:36][cH:37]5)[c:23]4[S:24][CH2:25][CH2:26][CH3:27])[CH:10]([CH2:11][CH:12]([CH2:13]1)[CH2:14]3)[CH2:15]2)[F:38].[Na+:2].[OH-:1]>>[F:3][CH:4]([O:5][C:6]12[CH2:7][CH:8]3[CH:9]([NH:16][C:17](=[O:18])[c:19]4[cH:20][n:21][n:22](-[c:28]5[cH:29][cH:30][c:31]([C:32](=[O:33])[OH:34])[cH:36][cH:37]5)[c:23]4[S:24][CH2:25][CH2:26][CH3:27])[CH:10]([CH2:11][CH:12]([CH2:13]1)[CH2:14]3)[CH2:15]2)[F:38]. Starting materials: solution, [OH-].[Na+] (sodium hydroxide), C(C1=CC=CC=C1)(=O)NC(=S)NC1=NC=C(C=C1OC1=CC=CC=C1)C(F)(F)F (1-Benzoyl-3-(3-phenoxy-5-(trifluoromethyl)pyridin-2-yl)thiourea). Run in CO (methanol). Run at temperature 50 celsius, time 1 hour. Yields the product O(C1=CC=CC=C1)C=1C(=NC=C(C1)C(F)(F)F)NC(=S)N (1-(3-phenoxy-5-(trifluoromethyl)pyridin-2-yl)thiourea). Isolated yield 85.2%. RXN SMILES: C([NH:9][C:10]([NH:12][C:13]1[C:18]([O:19][C:20]2[CH:25]=[CH:24][CH:23]=[CH:22][CH:21]=2)=[CH:17][C:16]([C:26]([F:29])([F:28])[F:27])=[CH:15][N:14]=1)=[S:11])(=O)C1C=CC=CC=1.[OH-].[Na+]>CO>[O:19]([C:18]1[C:13]([NH:12][C:10]([NH2:9])=[S:11])=[N:14][CH:15]=[C:16]([C:26]([F:29])([F:27])[F:28])[CH:17]=1)[C:20]1[CH:21]=[CH:22][CH:23]=[CH:24][CH:25]=1 |f:1.2|. Procedure details: 1-Benzoyl-3-(3-phenoxy-5-(trifluoromethyl)pyridin-2-yl)thiourea (0.230 g, 0.551 mmol) was dissolved in methanol (7 mL) and a 1M solution of sodium hydroxide (3.00 mL, 3.00 mmol) was added. The resulting mixture was heated to 50° C. and agitated for one hour. Methanol was then evaporated and the resulting slurry was filtered and solids were washed with water and dried to give 1-(3-phenoxy-5-(trifluoromethyl)pyridin-2-yl)thiourea (0.147 g, 85.2% yield) as white solid. Reactants: ClC1=C(C=NC(=C1)Cl)CN(C(C)=O)C1=C(C=CC=C1)C=C (N-(4,6-dichloro-pyridin-3-ylmethyl)-N-(2-vinyl-phenyl)-acetamide), C(C)(=O)N1CC2=C(C=CC3=C1C=CC=C3)N=C(C(=C2)F)Cl (6-Acetyl-2-chloro-3-fluoro-5,6-dihydro-pyrido[3,2-c][1]benzazocine). Product: ClC=1N=CC2=C(C=CC3=C(N(C2)C(C)=O)C=CC=C3)C1 (1-(3-chloro-12H-2,11-diaza-dibenzo[a,e]cycloocten-11-yl)-ethanone). Yield: 63.2%. RXN SMILES: Cl[C:2]1[CH:7]=[C:6]([Cl:8])[N:5]=[CH:4][C:3]=1[CH2:9][N:10]([C:14]1[CH:19]=[CH:18][CH:17]=[CH:16][C:15]=1[CH:20]=[CH2:21])[C:11](=[O:13])[CH3:12].C(N1C2C=CC=CC=2C=CC2N=C(Cl)C(F)=CC=2C1)(=O)C>>[Cl:8][C:6]1[N:5]=[CH:4][C:3]2[CH2:9][N:10]([C:11](=[O:13])[CH3:12])[C:14]3[CH:19]=[CH:18][CH:17]=[CH:16][C:15]=3[CH:20]=[CH:21][C:2]=2[CH:7]=1. Procedure: Compound 41D (117 mg, 63%) was prepared from 41C (210 mg, 0.65 mmol) using a procedure similar to the synthesis of 1D. HPLC Rt=2.519 min; LCMS Found: (M+H)+=285.